describe an organic reaction: reactants, conditions, products, and yield From a dataset of the Open Reaction Database (ORD), a public repository of structured organic reaction records. Reactants: FC(S(=O)(=O)[O-])(F)F.IC=1C=C2C(=[NH+]CC2=CC1)OC (5-Iodo-3-methoxy-1H-isoindolium trifluoromethanesulfonate), FC(S(=O)(=O)[O-])(F)F.IC=1C=C2C(=[NH+]CC2=CC1)OC (5-Iodo-3-methoxy-1H-isoindolium trifluoromethanesulfonate), IC1=CC=C2CNC(C2=C1)=O (6-iodo-2,3-dihydro-isoindol-1-one), CC1=C(C(=NO1)C1=CC=CC=C1)C(=O)O (5-Methyl-3-phenylisoxazole-4-carboxylic acid), (6-iodo-3H-isoindol-1-yl)-hydrazide, IC1=CC=C2CN=C(C2=C1)NNC(=O)C=1C(=NOC1C)C1=CC=CC=C1.IC1=CC=C2CN3C(C2=C1)=NN=C3C=3C(=NOC3C)C3=CC=CC=C3 (8-Iodo-3-(5-methyl-3-phenylisoxazol-4-yl)-5H-[1,2,4]triazolo[3,4-a]isoindole 5-Methyl-3-phenylisoxazole-4-carboxylic acid N′-(6-iodo-3H-isoindol-1-yl)-hydrazide). Solvent: C(C)(=O)O (acetic acid). The product is IC1=CC=C2CN3C(C2=C1)=NN=C3C=3C(=NOC3C)C3=CC=CC=C3 (8-iodo-3-(5-methyl-3-phenylisoxazol-4-yl)-5H-[1,2,4]-triazolo[3,4-a]isoindole). Isolated yield 57.3%. As a reaction SMILES: FC(F)(F)S([O-])(=O)=O.IC1C=C2C(=CC=1)C[NH+]=C2OC.IC1C=C2C(CNC2=O)=CC=1.CC1ON=C(C2C=CC=CC=2)C=1C(O)=O.[I:47][C:48]1[CH:56]=[C:55]2[C:51]([CH2:52][N:53]=[C:54]2[NH:57][NH:58][C:59]([C:61]2[C:62]([C:67]3[CH:72]=[CH:71][CH:70]=[CH:69][CH:68]=3)=[N:63][O:64][C:65]=2[CH3:66])=O)=[CH:50][CH:49]=1.IC1C=C2C(CN3C(C4C(C5C=CC=CC=5)=NOC=4C)=NN=C32)=CC=1>C(O)(=O)C>[I:47][C:48]1[CH:56]=[C:55]2[C:51]([CH2:52][N:53]3[C:59]([C:61]4[C:62]([C:67]5[CH:72]=[CH:71][CH:70]=[CH:69][CH:68]=5)=[N:63][O:64][C:65]=4[CH3:66])=[N:58][N:57]=[C:54]32)=[CH:50][CH:49]=1 |f:0.1,4.5|. Procedure: 3-Iodobenzoic acid (50 g, 0.2 mol) and N-hydroxymethylphthalimide (35.7 g, 0.2 mol) were suspended in concentrated sulfuric acid (200 ml) and heated for three hours at 80° C. The reaction mixture was poured onto ice and the product was filtered, washed with water and dilute ammonium hydroxide and then stirred in hot (70° C.) ethanol for 1.5 hours before cooling and drying to yield the title compound (24 g, 45%). 1H NMR (360 MHz, d6 DMSO) δ 8.63 (1H, brs), 7.95 (1H, s), 7.92 (1H, d, J=7 and 1 Hz)... The reactants are Cl (hydrochloric acid), C(C)(=O)OC(C)=O (acetic anhydride), O (water), ice, NCC=1C=C2C(=CNC2=CC1)CCN1C(C2=CC=CC=C2C1=O)=O (2-[2-[5-(aminomethyl)-1H-indol-3-yl]ethyl]-1H-isoindole-1,3(2H)-dione), hydrate. Solvent: C(C)(=O)OCC (ethyl acetate), N1=CC=CC=C1 (pyridine). Reaction conditions: time 1 hour. Product: O=C1N(C(C2=CC=CC=C12)=O)CCC1=CNC2=CC=C(C=C12)CNC(C)=O (N-[[3[2-(1,3-Dihydro-1,3-dioxo-2H-isoindol-2-yl)ethyl]-1H-indol-5-yl]methyl]acetamide). RXN SMILES: [NH2:1][CH2:2][C:3]1[CH:4]=[C:5]2[C:9](=[CH:10][CH:11]=1)[NH:8][CH:7]=[C:6]2[CH2:12][CH2:13][N:14]1[C:22](=[O:23])[C:21]2[C:16](=[CH:17][CH:18]=[CH:19][CH:20]=2)[C:15]1=[O:24].[C:25](OC(=O)C)(=[O:27])[CH3:26].O.Cl>N1C=CC=CC=1.C(OCC)(=O)C>[O:23]=[C:22]1[C:21]2[C:16](=[CH:17][CH:18]=[CH:19][CH:20]=2)[C:15](=[O:24])[N:14]1[CH2:13][CH2:12][C:6]1[C:5]2[C:9](=[CH:10][CH:11]=[C:3]([CH2:2][NH:1][C:25](=[O:27])[CH3:26])[CH:4]=2)[NH:8][CH:7]=1. Procedure: An ice-cold suspension of 2-[2-[5-(aminomethyl)-1H-indol-3-yl]ethyl]-1H-isoindole-1,3(2H)-dione, hemisulphate, hydrate (1.01 g) in pyridine (40 ml) was treated dropwise with acetic anhydride (0.6 ml). The mixture was stirred at room temperature for 1 h, water (15 ml) was added, and after a further 15 min the solution was acidified with hydrochloric acid (2N) and extracted into ethyl acetate (3×150 ml). The combined extract was washed with sodium carbonate (2N; 300 ml), dried (MgSO4) and evaporat...